Dataset: the Open Reaction Database (ORD), a public repository of structured organic reaction records. Task: describe an organic reaction: reactants, conditions, products, and yield The reactants are O=C([O-])[O-], CCOC(=O)CC1OB(O)c2cc(O)cc(C)c21, CI, Cl, [Cs+], [Cs+], CN(C)C=O. Product: CCOC(=O)CC1OB(O)c2cc(OC)cc(C)c21. As a reaction SMILES: [C:19](=[O:20])([O-:21])[O-:22].[CH2:1]([CH3:2])[O:3][C:4]([CH2:5][CH:6]1[c:7]2[c:8]([cH:12][c:13]([OH:17])[cH:14][c:15]2[CH3:16])[B:9]([OH:11])[O:10]1)=[O:18].[CH3:25][I:26].[ClH:27].[Cs+:23].[Cs+:24].[O:28]=[CH:29][N:30]([CH3:31])[CH3:32]>>[CH2:1]([CH3:2])[O:3][C:4]([CH2:5][CH:6]1[c:7]2[c:8]([cH:12][c:13]([O:17][CH3:19])[cH:14][c:15]2[CH3:16])[B:9]([OH:11])[O:10]1)=[O:18]. Reactants: COC(=O)c1ccc2ccn(-c3ccc(SC)cc3)c2c1, CCO, NN, O. Product: CSc1ccc(-n2ccc3ccc(C(=O)NN)cc32)cc1. As a reaction SMILES: [CH3:1][S:2][c:3]1[cH:4][cH:5][c:6](-[n:9]2[cH:10][cH:11][c:12]3[cH:13][cH:14][c:15]([C:18]([O:20][CH3:19])=[O:21])[cH:16][c:17]23)[cH:7][cH:8]1.[CH3:25][CH2:26][OH:27].[NH2:23][NH2:24].[OH2:22]>>[CH3:1][S:2][c:3]1[cH:4][cH:5][c:6](-[n:9]2[cH:10][cH:11][c:12]3[cH:13][cH:14][c:15]([C:18](=[O:20])[NH:23][NH2:24])[cH:16][c:17]23)[cH:7][cH:8]1. Procedure details: The title compound was prepared from 4-bromo-2,6-dimethyl-benzylamine and triphosgene following a procedure analogous to that described in Step 4 of Intermediate 1. Mass spectrum (EI): m/z=239/241 (Br) [M]+. Yields the product BrC=1C=C(C(=C(C1)C)CN=C=O)C (5-Bromo-2-isocyanatomethyl-1,3-dimethyl-benzene). As a reaction SMILES: [Br:1][C:2]1[CH:9]=[C:8]([CH3:10])[C:5]([CH2:6][NH2:7])=[C:4]([CH3:11])[CH:3]=1.Cl[C:13](Cl)([O:15]C(=O)OC(Cl)(Cl)Cl)Cl.C1(C2(CC(O)(C)C)OC(=O)N([C@H](C3C=CC(C4C=CN(C)C(=O)C=4)=CC=3)C)CC2)CC1>>[Br:1][C:2]1[CH:3]=[C:4]([CH3:11])[C:5]([CH2:6][N:7]=[C:13]=[O:15])=[C:8]([CH3:10])[CH:9]=1. The reactants are BrC1=CC(=C(CN)C(=C1)C)C (4-bromo-2,6-dimethyl-benzylamine), ClC(Cl)(OC(OC(Cl)(Cl)Cl)=O)Cl (triphosgene), C1(CC1)C1(CCN(C(O1)=O)[C@@H](C)C1=CC=C(C=C1)C1=CC(N(C=C1)C)=O)CC(C)(C)O (6-cyclopropyl-6-(2-hydroxy-2-methylpropyl)-3-((S)-1-(4-(1-methyl-2-oxo-1,2-dihydropyridin-4-yl)phenyl)ethyl)-1,3-oxazinan-2-one). The reactants are [F-].C(CCC)[N+](CCCC)(CCCC)CCCC (tetrabutylammonium fluoride), [Si](C)(C)(C(C)(C)C)OCCCCC(C)(S(=O)(=O)C1=CC=C(C=C1)Cl)C1=C(C=CC(=C1)F)F (2-[5-(t-butyldimethylsilyloxy)-1-[(4-chlorophenyl)sulfonyl]-1-methylpentyl]-1,4-difluorobenzene). Run in O1CCCC1 (tetrahydrofuran), O1CCCC1 (tetrahydrofuran), C(C)OCC (diethyl ether). Conditions: time 3 hour. Yields the product ClC1=CC=C(C=C1)S(=O)(=O)C(CCCCO)(C)C1=C(C=CC(=C1)F)F (5-(4-Chlorophenylsulfonyl)-5-(2,5-difluorophenyl)-1-hexanol). Reaction SMILES: [F-].C([N+](CCCC)(CCCC)CCCC)CCC.[Si]([O:26][CH2:27][CH2:28][CH2:29][CH2:30][C:31]([C:43]1[CH:48]=[C:47]([F:49])[CH:46]=[CH:45][C:44]=1[F:50])([S:33]([C:36]1[CH:41]=[CH:40][C:39]([Cl:42])=[CH:38][CH:37]=1)(=[O:35])=[O:34])[CH3:32])(C(C)(C)C)(C)C>O1CCCC1.C(OCC)C>[Cl:42][C:39]1[CH:38]=[CH:37][C:36]([S:33]([C:31]([C:43]2[CH:48]=[C:47]([F:49])[CH:46]=[CH:45][C:44]=2[F:50])([CH3:32])[CH2:30][CH2:29][CH2:28][CH2:27][OH:26])(=[O:35])=[O:34])=[CH:41][CH:40]=1 |f:0.1|. Procedure details: After addition of tetrabutylammonium fluoride (a 1M tetrahydrofuran solution, 0.978 ml, 0.978 mmol) to a solution of 2-[5-(t-butyldimethylsilyloxy)-1-[(4-chlorophenyl)sulfonyl]-1-methylpentyl]-1,4-difluorobenzene (164 mg, 0.326 mmol) in tetrahydrofuran (4 ml), the mixture was stirred at room temperature for 3 hours. The reaction mixture was diluted with diethyl ether, washed successively with saturated ammonium chloride, water and brine, dried over MgSO4, and then concentrated. The residue thus ... As a reaction SMILES: [C:1]([O:5][C:6]([N:8]1[CH2:12][C@@H:11]([O:13][C:14]2[CH:23]=[CH:22][C:21]3[C:16](=[CH:17][CH:18]=[CH:19][CH:20]=3)[CH:15]=2)[CH2:10][C@H:9]1[CH2:24][OH:25])=[O:7])([CH3:4])([CH3:3])[CH3:2].O[C:27]1[CH:32]=[CH:31][C:30]([C:33]([O:35][CH3:36])=[O:34])=[CH:29][N:28]=1.C1C=CC(P(C2C=CC=CC=2)C2C=CC=CC=2)=CC=1.CC(OC(/N=N/C(OC(C)C)=O)=O)C>C1COCC1>[CH3:36][O:35][C:33]([C:30]1[CH:31]=[CH:32][C:27]([O:25][CH2:24][C@@H:9]2[CH2:10][C@H:11]([O:13][C:14]3[CH:23]=[CH:22][C:21]4[C:16](=[CH:17][CH:18]=[CH:19][CH:20]=4)[CH:15]=3)[CH2:12][N:8]2[C:6]([O:5][C:1]([CH3:4])([CH3:3])[CH3:2])=[O:7])=[N:28][CH:29]=1)=[O:34]. Run in C1CCOC1 (THF). Procedure: To a stirred mixture of (2S,4S)-1-tert-butoxycarbonyl-4-(2-naphthyloxy)-2-pyrrolidinylmethanol (484 mg, 1.41 mmol), methyl 2-hydroxy-5-pyridinecarboxylate (216 mg, 1.41 mmol) and PPh3 (370 mg, 1.41 mmol) in THF (15 ml) was added DIAD (0.28 ml, 1.41 mmol) at room temperature under an atmosphere of nitrogen. The mixture was stirred over night. After removal of the solvent, the resulting residue was chromatographed on silica gel [50 g, n-hexane/EtOAc(2/1)], to give methyl-2-[(2S,4S)-1-tert-butoxyca... Yield: 25.2%. The reactants are CC(C)OC(=O)/N=N/C(=O)OC(C)C (DIAD), C(C)(C)(C)OC(=O)N1[C@@H](C[C@@H](C1)OC1=CC2=CC=CC=C2C=C1)CO ((2S,4S)-1-tert-butoxycarbonyl-4-(2-naphthyloxy)-2-pyrrolidinylmethanol), OC1=NC=C(C=C1)C(=O)OC (methyl 2-hydroxy-5-pyridinecarboxylate), C1=CC=C(C=C1)P(C2=CC=CC=C2)C3=CC=CC=C3 (PPh3). Product: COC(=O)C=1C=CC(=NC1)OC[C@H]1N(C[C@H](C1)OC1=CC2=CC=CC=C2C=C1)C(=O)OC(C)(C)C (methyl-2-[(2S,4S)-1-tert-butoxycarbonyl-4-(2-naphthyloxy)-2-pyrrolidinyl]methoxypyridine-5-carboxylate). Reactants: BrC=1C=C(C(=NC1)O)OC(F)F (5-bromo-3-(difluoromethoxy)pyridin-2-ol), CI (methyl iodide). The reagents and catalysts are C([O-])([O-])=O.[Ag+2] (Silver carbonate). Run in C(Cl)(Cl)Cl (chloroform). Reaction conditions: time 8 hour. Yields the product BrC=1C=C(C(=NC1)OC)OC(F)F (5-bromo-3-(difluoromethoxy)-2-methoxypyridine). As a reaction SMILES: [Br:1][C:2]1[CH:3]=[C:4]([O:9][CH:10]([F:12])[F:11])[C:5]([OH:8])=[N:6][CH:7]=1.[CH3:13]I>C(Cl)(Cl)Cl.C(=O)([O-])[O-].[Ag+2]>[Br:1][C:2]1[CH:3]=[C:4]([O:9][CH:10]([F:12])[F:11])[C:5]([O:8][CH3:13])=[N:6][CH:7]=1 |f:3.4|. Reported procedure: As shown in step 3-v of Scheme 3, 5-bromo-3-(difluoromethoxy)pyridin-2-ol (300 mg; 1.25 mmol) was dissolved in 5 mL of chloroform. Silver carbonate (690 mg; 2.5 mmol) and methyl iodide (780 μL; 1.77 g; 12.5 mmol) were added and the mixture stirred at RT overnight. The reaction mixture was filtered through diatomaceous earth, which was washed with additional CHCl3. The filtrates were concentrated under reduced pressure to yield an oil which was purified by silica gel chromatography to yield 5-bro... Starting materials: F[B-](F)(F)F, C1COCCN1, CS, CC#N, CSc1n(N=Cc2ccccc2)cc[n+]1N=Cc1ccccc1. Product: F[B-](F)(F)F, C(=Nn1cc[n+](N=Cc2ccccc2)c1N1CCOCC1)c1ccccc1. RXN SMILES: [B-:1]([F:2])([F:3])([F:4])[F:5].[CH2:29]1[CH2:30][O:31][CH2:32][CH2:33][NH:34]1.[CH3:35][SH:36].[CH3:37][C:38]#[N:39].[CH:6]([c:7]1[cH:8][cH:9][cH:10][cH:11][cH:12]1)=[N:13][n+:14]1[c:15]([S:27][CH3:28])[n:16]([N:19]=[CH:20][c:21]2[cH:22][cH:23][cH:24][cH:25][cH:26]2)[cH:17][cH:18]1>>[B-:1]([F:2])([F:3])([F:4])[F:5].[CH:6]([c:7]1[cH:8][cH:9][cH:10][cH:11][cH:12]1)=[N:13][n+:14]1[c:15]([N:34]2[CH2:29][CH2:30][O:31][CH2:32][CH2:33]2)[n:16]([N:19]=[CH:20][c:21]2[cH:22][cH:23][cH:24][cH:25][cH:26]2)[cH:17][cH:18]1. Reactants: C1=CC=C(C=C1)C(=O)O[C@H]([C@H](C(=O)O)OC(=O)C2=CC=CC=C2)C(=O)O ((−)-2,3-dibenzoyl-L-tartaric acid), C(C)(=O)OC(C)=O (acetic anhydride). Run at temperature 85 celsius. The product is O=C1OC([C@@H]([C@H]1OC(C1=CC=CC=C1)=O)OC(C1=CC=CC=C1)=O)=O ((3R,4R)-2,5-Dioxo-3,4-dibenzoyloxy-3,4-dihydrofuran). Reaction SMILES: [CH:1]1[CH:6]=[CH:5][C:4]([C:7]([O:9][C@@H:10]([C:24](O)=[O:25])[C@@H:11]([O:15][C:16]([C:18]2[CH:23]=[CH:22][CH:21]=[CH:20][CH:19]=2)=[O:17])[C:12]([OH:14])=[O:13])=[O:8])=[CH:3][CH:2]=1.C(OC(=O)C)(=O)C>>[O:25]=[C:24]1[C@H:10]([O:9][C:7](=[O:8])[C:4]2[CH:5]=[CH:6][CH:1]=[CH:2][CH:3]=2)[C@@H:11]([O:15][C:16](=[O:17])[C:18]2[CH:19]=[CH:20][CH:21]=[CH:22][CH:23]=2)[C:12](=[O:13])[O:14]1. Procedure: To a 3-necked 5 L round bottom flask fitted with a mechanical stirrer and aTeflon coated thermocouple was added (−)-2,3-dibenzoyl-L-tartaric acid (1000 g, 2.79 mol) followed by acetic anhydride (2 L). The suspension was stirred and heated to 85° C. for 2 h during which time the starting material gradually dissolved. A short time thereafter, the product began to crystallize in the reaction mixture and the suspension was then cooled to 25° C. The product was collected by filtration, washed with 10...